This data is from the Open Reaction Database (ORD), a public repository of structured organic reaction records. The task is: describe an organic reaction: reactants, conditions, products, and yield Starting materials: solution, CN (methylamine), C(C)N1CCC(CC1)=O (1-ethyl-4-piperidone), C(C)(=O)O[BH-](OC(C)=O)OC(C)=O.[Na+] (sodium triacetoxyborohydride), C(O)([O-])=O.[Na+] (sodium hydrogencarbonate). Run in CO (methanol), C(C)(=O)O (acetic acid), C(C)#N (acetonitrile). Run at time 1 hour. Product: crude product, C(C)N1CCC(CC1)NC (N-(1-Ethylpiperidin-4-yl)-N-methylamine). RXN SMILES: [CH3:1][NH2:2].[CH2:3]([N:5]1[CH2:10][CH2:9][C:8](=O)[CH2:7][CH2:6]1)[CH3:4].C(O[BH-](OC(=O)C)OC(=O)C)(=O)C.[Na+].C(=O)([O-])O.[Na+]>CO.C(O)(=O)C.C(#N)C>[CH2:3]([N:5]1[CH2:10][CH2:9][CH:8]([NH:2][CH3:1])[CH2:7][CH2:6]1)[CH3:4] |f:2.3,4.5|. Procedure: To a 40% solution of methylamine in methanol (1.26 g) were added acetonitrile (150 ml), 1-ethyl-4-piperidone (2.0 ml) and acetic acid (0.932 ml), then was added sodium triacetoxyborohydride (6.59 g), followed by stirring for 1 hour. After addition of a saturated aqueous solution of sodium hydrogencarbonate (20 ml), the reaction mixture was concentrated under reduced pressure. To the resultant residue was added methanol (20 ml) to suspend, and the reaction mixture was filtered to remove a solid, ... Starting materials: FC(C1=C(CN2C=CC3=CC(=CC=C23)\C=C/2\C(NC(S2)=O)=O)C=CC(=C1)C(F)(F)F)(F)F ((5Z)-5-({1-[2,4-bis-(trifluoromethyl)benzyl]-1H-indol-5-yl}methylidene)-2,4-dioxo-1,3-thiazolidine), BrCCO (2-bromoethanol). The product is FC(C1=C(C=CC(=C1)C(F)(F)F)CN1C=CC2=CC(=CC=C12)\C=C/1\C(N(C(S1)=O)CCO)=O)(F)F ((5Z)-5-[(1-{[2,4-Bis(trifluoromethyl)phenyl]methyl}-1H-indol-5-yl)methylidene]-3-(2-hydroxyethyl)-1,3-thiazolidine-2,4-dione). As a reaction SMILES: [F:1][C:2]([F:32])([F:31])[C:3]1[CH:26]=[C:25]([C:27]([F:30])([F:29])[F:28])[CH:24]=[CH:23][C:4]=1[CH2:5][N:6]1[C:14]2[C:9](=[CH:10][C:11](/[CH:15]=[C:16]3/[C:17](=[O:22])[NH:18][C:19](=[O:21])[S:20]/3)=[CH:12][CH:13]=2)[CH:8]=[CH:7]1.Br[CH2:34][CH2:35][OH:36]>>[F:32][C:2]([F:1])([F:31])[C:3]1[CH:26]=[C:25]([C:27]([F:29])([F:30])[F:28])[CH:24]=[CH:23][C:4]=1[CH2:5][N:6]1[C:14]2[C:9](=[CH:10][C:11](/[CH:15]=[C:16]3/[C:17](=[O:22])[N:18]([CH2:34][CH2:35][OH:36])[C:19](=[O:21])[S:20]/3)=[CH:12][CH:13]=2)[CH:8]=[CH:7]1. Procedure: (5Z)-5-[(1-{[2,4-Bis(trifluoromethyl)phenyl]methyl}-1H-indol-5-yl)methylidene]-3-(2-hydroxyethyl)-1,3-thiazolidine-2,4-dione was prepared from [(5Z)-5-({1-[2,4-bis-(trifluoromethyl)benzyl]-1H-indol-5-yl}methylidene)-2,4-dioxo-1,3-thiazolidine (from Example 238) and 2-bromoethanol following General Procedure H. The reactants are CC1(C)CC(=C(c2ccc(O)cc2)c2ccc(Br)cc2)CC(C)(C)C1, O=C([O-])[O-], COCCOC, CS(=O)(=O)c1ccc(B(O)O)cc1, [Na+], [Na+], c1ccc(P(c2ccccc2)(c2ccccc2)[Pd](P(c2ccccc2)(c2ccccc2)c2ccccc2)(P(c2ccccc2)(c2ccccc2)c2ccccc2)P(c2ccccc2)(c2ccccc2)c2ccccc2)cc1. Product: CC1(C)CC(=C(c2ccc(O)cc2)c2ccc(-c3ccc(S(C)(=O)=O)cc3)cc2)CC(C)(C)C1. As a reaction SMILES: [Br:1][c:2]1[cH:3][cH:4][c:5]([C:8]([c:9]2[cH:10][cH:11][c:12]([OH:15])[cH:13][cH:14]2)=[C:16]2[CH2:17][C:18]([CH3:24])([CH3:25])[CH2:19][C:20]([CH3:22])([CH3:23])[CH2:21]2)[cH:6][cH:7]1.[C:39](=[O:40])([O-:41])[O-:42].[CH3:122][O:123][CH2:124][CH2:125][O:126][CH3:127].[CH3:26][S:27](=[O:28])(=[O:29])[c:30]1[cH:31][cH:32][c:33]([B:36]([OH:37])[OH:38])[cH:34][cH:35]1.[Na+:43].[Na+:44].[cH:45]1[cH:46][cH:47][c:48]([P:49]([Pd:50]([P:51]([c:52]2[cH:53][cH:54][cH:55][cH:56][cH:57]2)([c:58]2[cH:59][cH:60][cH:61][cH:62][cH:63]2)[c:64]2[cH:65][cH:66][cH:67][cH:68][cH:69]2)([P:70]([c:71]2[cH:72][cH:73][cH:74][cH:75][cH:76]2)([c:77]2[cH:78][cH:79][cH:80][cH:81][cH:82]2)[c:83]2[cH:84][cH:85][cH:86][cH:87][cH:88]2)[P:89]([c:90]2[cH:91][cH:92][cH:93][cH:94][cH:95]2)([c:96]2[cH:97][cH:98][cH:99][cH:100][cH:101]2)[c:102]2[cH:103][cH:104][cH:105][cH:106][cH:107]2)([c:108]2[cH:109][cH:110][cH:111][cH:112][cH:113]2)[c:114]2[cH:115][cH:116][cH:117][cH:118][cH:119]2)[cH:120][cH:121]1>>[c:2]1(-[c:33]2[cH:32][cH:31][c:30]([S:27]([CH3:26])(=[O:28])=[O:29])[cH:35][cH:34]2)[cH:3][cH:4][c:5]([C:8]([c:9]2[cH:10][cH:11][c:12]([OH:15])[cH:13][cH:14]2)=[C:16]2[CH2:17][C:18]([CH3:24])([CH3:25])[CH2:19][C:20]([CH3:22])([CH3:23])[CH2:21]2)[cH:6][cH:7]1. The reactants are CC[SiH](CC)CC, CCC(O)(c1ccc(N(C)S(=O)(=O)c2ccccc2)cc1)c1cccn1CCOC. Product: CCC(c1ccc(N(C)S(=O)(=O)c2ccccc2)cc1)c1cccn1CCOC. RXN SMILES: [CH2:31]([SiH:32]([CH2:33][CH3:34])[CH2:35][CH3:36])[CH3:37].[OH:1][C:2]([CH2:3][CH3:4])([c:5]1[n:6]([CH2:10][CH2:11][O:12][CH3:13])[cH:7][cH:8][cH:9]1)[c:14]1[cH:15][cH:16][c:17]([N:20]([S:21](=[O:22])(=[O:23])[c:24]2[cH:25][cH:26][cH:27][cH:28][cH:29]2)[CH3:30])[cH:18][cH:19]1>>[CH:2]([CH2:3][CH3:4])([c:5]1[n:6]([CH2:10][CH2:11][O:12][CH3:13])[cH:7][cH:8][cH:9]1)[c:14]1[cH:15][cH:16][c:17]([N:20]([S:21](=[O:22])(=[O:23])[c:24]2[cH:25][cH:26][cH:27][cH:28][cH:29]2)[CH3:30])[cH:18][cH:19]1. Starting materials: O=C=O, CC(C)C(NC(=O)OCC(Cl)(Cl)Cl)C(=O)OC(C)(C)C, CC(C)=O, O, Oc1ccccc1. The product is CC(C)C(N)C(=O)OC(C)(C)C. As a reaction SMILES: [C:29](=[O:30])=[O:31].[C:8]([CH3:9])([CH3:10])([CH3:11])[O:12][C:13]([CH:14]([NH:15][C:16]([O:17][CH2:18][C:19]([Cl:20])([Cl:21])[Cl:22])=[O:23])[CH:24]([CH3:25])[CH3:26])=[O:27].[CH3:32][C:33](=[O:34])[CH3:35].[OH2:28].[OH:1][c:2]1[cH:3][cH:4][cH:5][cH:6][cH:7]1>>[C:8]([CH3:9])([CH3:10])([CH3:11])[O:12][C:13]([CH:14]([NH2:15])[CH:24]([CH3:25])[CH3:26])=[O:27]. Reactants: ClC1=CC=C(CNC2=CC3=C(N=CN3)C=C2)C=C1 (N-(4-chlorobenzyl)benzimidazol-5-amine), N=1SN=C2C1C=C(C=C2)CBr ((benzo-[c][1,2,5]-thiadiazol-6-yl)methylbromide), C(=O)([O-])[O-].[K+].[K+] (K2CO3). The product is ClC1=CC=C(CN(C2=CC3=C(NC=N3)C=C2)CC=2C=CC=3C(=NSN3)C2)C=C1 (N-(4-Chlorobenzyl)-N-((benzo[c][1,2,5]thiadiazol-6-yl)methyl)-1H-benzo[d]imidazol-5-amine). As a reaction SMILES: [Cl:1][C:2]1[CH:18]=[CH:17][C:5]([CH2:6][NH:7][C:8]2[CH:16]=[CH:15][C:11]3[N:12]=[CH:13][NH:14][C:10]=3[CH:9]=2)=[CH:4][CH:3]=1.[N:19]1[S:20][N:21]=[C:22]2[CH:27]=[CH:26][C:25]([CH2:28]Br)=[CH:24][C:23]=12.C([O-])([O-])=O.[K+].[K+]>>[Cl:1][C:2]1[CH:18]=[CH:17][C:5]([CH2:6][N:7]([CH2:28][C:25]2[CH:26]=[CH:27][C:22]3[C:23]([CH:24]=2)=[N:19][S:20][N:21]=3)[C:8]2[CH:16]=[CH:15][C:11]3[NH:12][CH:13]=[N:14][C:10]=3[CH:9]=2)=[CH:4][CH:3]=1 |f:2.3.4|. Reported procedure: The compound was synthesized starting from N-(4-chlorobenzyl)benzimidazol-5-amine (258 mg; 1 mmol; 1 eq.), (benzo-[c][1,2,5]-thiadiazol-6-yl)methylbromide (252 mg; 1.1 mmol; 1.1 eq.) and K2CO3 (152 mg; 1.1 mmol; 1.1 eq.) according to method 6; Yield: 0.151 g (37.2%); MS m/z: 406.4/408.3 [M+H]+; 1H-NMR (500 MHz, DMSO d6): δ 4.77 (s, 2H); 4.88 (s, 2H); 6.73-6.79 (m, 2H); 7.32-7.38 (m, 5H); 7.69 (dd, 1H, 4J=1.5 Hz, 3J=9.2 Hz); 7.86 (s, 1H); 7.92 (s, 1H); 8.05 (d, 1H, 3J=9.2 Hz); 11.87 (br s, 1H); H... Reactants: COc1ccc(CC(=O)O)cc1, Cc1csc(N)c1C(N)=O. Product: COc1ccc(CC(=O)Nc2scc(C)c2C(N)=O)cc1. As a reaction SMILES: [CH3:1][O:2][c:3]1[cH:4][cH:5][c:6]([CH2:9][C:10](=[O:11])[OH:12])[cH:7][cH:8]1.[NH2:13][c:14]1[s:15][cH:16][c:17]([CH3:22])[c:18]1[C:19](=[O:20])[NH2:21]>>[CH3:1][O:2][c:3]1[cH:4][cH:5][c:6]([CH2:9][C:10](=[O:12])[NH:13][c:14]2[s:15][cH:16][c:17]([CH3:22])[c:18]2[C:19](=[O:20])[NH2:21])[cH:7][cH:8]1. Starting materials: C(C1=CC=CC=C1)OC(=O)N1[C@H](CCC1)CO ((R)-2-Hydroxymethylpyrrolidine-1-carboxylic acid benzyl ester), N1C=NC=C1 (imidazole), [Si](C)(C)(C(C)(C)C)Cl (tert-butyldimethylsilyl chloride). Run in CN(C)C=O (DMF). Yields the product C(C1=CC=CC=C1)OC(=O)N1[C@H](CCC1)CO[Si](C)(C)C(C)(C)C ((R)-2-(tert-Butyldimethylsilyloxymethyl)pyrrolidine-1-carboxylic acid benzyl ester). The yield is 90.8%. RXN SMILES: [CH2:1]([O:8][C:9]([N:11]1[CH2:15][CH2:14][CH2:13][C@@H:12]1[CH2:16][OH:17])=[O:10])[C:2]1[CH:7]=[CH:6][CH:5]=[CH:4][CH:3]=1.N1C=CN=C1.[Si:23](Cl)([C:26]([CH3:29])([CH3:28])[CH3:27])([CH3:25])[CH3:24]>CN(C=O)C>[CH2:1]([O:8][C:9]([N:11]1[CH2:15][CH2:14][CH2:13][C@@H:12]1[CH2:16][O:17][Si:23]([C:26]([CH3:29])([CH3:28])[CH3:27])([CH3:25])[CH3:24])=[O:10])[C:2]1[CH:7]=[CH:6][CH:5]=[CH:4][CH:3]=1. Reported procedure: A solution of D1 (9.70 g, 0.04 mol), imidazole (1.05 eq., 2.95 g) and tert-butyldimethylsilyl chloride (1.1 eq., 6.22 g) in DMF (dry, 50 ml) was stirred overnight at ambient temperature. Solvent was removed under reduced pressure and the residue partitioned between Et2O and water. The aqueous phase was separated and the organic phase washed with dilute HCl (0.5M, 2×100 ml), followed by water (2×100 ml) and the organic phase was then dried (anhydrous MgSO4), filtered and concentrated under reduce... Starting materials: Br, O=C([O-])O, CC(=O)O, COc1ccc(C2=CCCNC23CCCCC3)cc1, Cl, [Na+]. Product: Cl, Oc1ccc(C2=CCCNC23CCCCC3)cc1. As a reaction SMILES: [BrH:21].[C:22](=[O:23])([O-:24])[OH:25].[CH3:27][C:28](=[O:29])[OH:30].[CH3:2][O:3][c:4]1[cH:5][cH:6][c:7]([C:10]2=[CH:11][CH2:12][CH2:13][NH:14][C:15]23[CH2:16][CH2:17][CH2:18][CH2:19][CH2:20]3)[cH:8][cH:9]1.[ClH:1].[Na+:26]>>[ClH:1].[OH:3][c:4]1[cH:5][cH:6][c:7]([C:10]2=[CH:11][CH2:12][CH2:13][NH:14][C:15]23[CH2:16][CH2:17][CH2:18][CH2:19][CH2:20]3)[cH:8][cH:9]1. Reactants: C[C@@H](C(=O)N[C@@H](C)C(=O)N[C@H]1[C@H]2[C@@H]1CN(C2)C3=C(C=C4C(=N3)N(C=C(C4=O)C(=O)O)C=5C=CC(=CC5F)F)F)N (Alatrofloxacin), CS(=O)(=O)O (methanesulfonic acid). The solvent is C(C)O (ethanol). Conditions: temperature 2.5 celsius, time 1 hour. Product: C[C@@H](C(=O)N[C@@H](C)C(=O)N[C@H]1[C@H]2[C@@H]1CN(C2)C3=C(C=C4C(=N3)N(C=C(C4=O)C(=O)O)C=5C=CC(=CC5F)F)F)N.CS(=O)(=O)O (Alatrofloxacin mesylate). Yield: 90.0%. As a reaction SMILES: [CH3:1][C@H:2]([NH2:40])[C:3]([NH:5][C@H:6]([C:8]([NH:10][C@@H:11]1[C@H:13]2[CH2:14][N:15]([C:17]3[N:22]=[C:21]4[N:23]([C:31]5[CH:32]=[CH:33][C:34]([F:38])=[CH:35][C:36]=5[F:37])[CH:24]=[C:25]([C:28]([OH:30])=[O:29])[C:26](=[O:27])[C:20]4=[CH:19][C:18]=3[F:39])[CH2:16][C@@H:12]12)=[O:9])[CH3:7])=[O:4].[CH3:41][S:42]([OH:45])(=[O:44])=[O:43]>C(O)C>[CH3:1][C@H:2]([NH2:40])[C:3]([NH:5][C@H:6]([C:8]([NH:10][C@@H:11]1[C@H:13]2[CH2:14][N:15]([C:17]3[N:22]=[C:21]4[N:23]([C:31]5[CH:32]=[CH:33][C:34]([F:38])=[CH:35][C:36]=5[F:37])[CH:24]=[C:25]([C:28]([OH:30])=[O:29])[C:26](=[O:27])[C:20]4=[CH:19][C:18]=3[F:39])[CH2:16][C@@H:12]12)=[O:9])[CH3:7])=[O:4].[CH3:41][S:42]([OH:45])(=[O:44])=[O:43] |f:3.4|. Procedure: Alatrofloxacin zwitterion (25 g wet cake) as either a wet cake or dry product was combined with 10% aqueous ethanol (242 mL), and then methanesulfonic acid (1.9 mL) was added to the slurry to adjust the pH to about 3.5-4.5. The reaction mixture was then heated to reflux, filtered and then concentrated at atmospheric pressure to approximately one-half of its original volume. The solution was then cooled to 0-5° C., and the resulting solids were granulated for 1 hour. After the solids were filtere...